Task: describe an organic reaction: reactants, conditions, products, and yield. Dataset: the Open Reaction Database (ORD), a public repository of structured organic reaction records The reactants are CCO, Clc1cc(Cl)c(Cl)nn1, NCCO. The product is OCCNc1cc(Cl)nnc1Cl. RXN SMILES: [CH3:14][CH2:15][OH:16].[Cl:1][c:2]1[n:3][n:4][c:5]([Cl:9])[cH:6][c:7]1[Cl:8].[NH2:10][CH2:11][CH2:12][OH:13]>>[Cl:1][c:2]1[n:3][n:4][c:5]([Cl:9])[cH:6][c:7]1[NH:10][CH2:11][CH2:12][OH:13]. Starting materials: [C@H]12N[C@@H](C[C@@H]2C1)CNC(=O)C1=CC=CC=2OCCOC21 (2,3-dihydro-benzo[1,4]dioxine-5-carboxylic acid [(1S,3S,5S)-2-aza-bicyclo[3.1.0]hex-3-ylmethyl]-amide), COC1=CC=C(C=C1)C1=C(N=CO1)C(=O)O (5-(4-methoxy-phenyl)-oxazole-4-carboxylic acid). Yields the product COC1=CC=C(C=C1)C1=C(N=CO1)C(=O)N1[C@H]2C[C@H]2C[C@H]1CNC(=O)C1=CC=CC=2OCCOC21 (2,3-dihydro-benzo[1,4]dioxine-5-carboxylic acid {(1S,3S,5S)-2-[5-(4-methoxy-phenyl)-oxazole-4-carbonyl]-2-aza-bicyclo[3.1.0]hex-3-ylmethyl}-amide). Reaction SMILES: [C@H:1]12[CH2:6][C@H:5]1[CH2:4][C@@H:3]([CH2:7][NH:8][C:9]([C:11]1[C:20]3[O:19][CH2:18][CH2:17][O:16][C:15]=3[CH:14]=[CH:13][CH:12]=1)=[O:10])[NH:2]2.[CH3:21][O:22][C:23]1[CH:28]=[CH:27][C:26]([C:29]2[O:33][CH:32]=[N:31][C:30]=2[C:34](O)=[O:35])=[CH:25][CH:24]=1>>[CH3:21][O:22][C:23]1[CH:24]=[CH:25][C:26]([C:29]2[O:33][CH:32]=[N:31][C:30]=2[C:34]([N:2]2[C@H:3]([CH2:7][NH:8][C:9]([C:11]3[C:20]4[O:19][CH2:18][CH2:17][O:16][C:15]=4[CH:14]=[CH:13][CH:12]=3)=[O:10])[CH2:4][C@H:5]3[C@@H:1]2[CH2:6]3)=[O:35])=[CH:27][CH:28]=1. Reported procedure: prepared by reaction of 2,3-dihydro-benzo[1,4]dioxine-5-carboxylic acid [(1S,3S,5S)-2-aza-bicyclo[3.1.0]hex-3-ylmethyl]-amide with 5-(4-methoxy-phenyl)-oxazole-4-carboxylic acid. LC-MS (basic): tR=1.31 min; [M+H]+=476.1. Reactants: CC(C)(COc1ccccc1Br)[N+](=O)[O-], C1CNCCN1, CC(C)(C)[O-], Cc1ccccc1, [Na+], c1ccc(P(c2ccccc2)c2ccc3ccccc3c2-c2c(P(c3ccccc3)c3ccccc3)ccc3ccccc23)cc1. The product is CC(C)(COc1ccccc1N1CCNCC1)[N+](=O)[O-]. Reaction SMILES: [Br:1][c:2]1[c:3]([O:8][CH2:9][C:10]([CH3:11])([N+:12](=[O:13])[O-:14])[CH3:15])[cH:4][cH:5][cH:6][cH:7]1.[CH2:16]1[CH2:17][NH:18][CH2:19][CH2:20][NH:21]1.[CH3:68][C:69]([CH3:70])([O-:71])[CH3:72].[CH3:74][c:75]1[cH:76][cH:77][cH:78][cH:79][cH:80]1.[Na+:73].[cH:22]1[cH:23][cH:24][c:25]([P:26]([c:27]2[cH:28][cH:29][c:30]3[c:31]([cH:32][cH:33][cH:34][cH:35]3)[c:36]2-[c:37]2[c:38]3[c:39]([cH:40][cH:41][cH:42][cH:43]3)[cH:44][cH:45][c:46]2[P:47]([c:48]2[cH:49][cH:50][cH:51][cH:52][cH:53]2)[c:54]2[cH:55][cH:56][cH:57][cH:58][cH:59]2)[c:60]2[cH:61][cH:62][cH:63][cH:64][cH:65]2)[cH:66][cH:67]1>>[c:2]1([N:18]2[CH2:17][CH2:16][NH:21][CH2:20][CH2:19]2)[c:3]([O:8][CH2:9][C:10]([CH3:11])([N+:12](=[O:13])[O-:14])[CH3:15])[cH:4][cH:5][cH:6][cH:7]1. Reactants: C(CCCC=C)N1CCCC=2C1=NC(=C(N2)C2=CC=C(C=C2)C)C2=CC=C(C=C2)C (5-(hex-5-enyl)-2,3-di-p-tolyl-5,6,7,8-tetrahydropyrido[2,3-b]pyrazine), C(CCCC=C)N1CCCC=2C1=NC(=C(N2)C2=CC=C(C=C2)C)C2=CC=C(C=C2)C (5-(hex-5-enyl)-2,3-di-p-tolyl-5,6,7,8-tetrahydropyrido[2,3-b]pyrazine), C(O)([O-])=O.[K+] (potassium hydrogen carbonate), BrC(=NO)Br (dibromoformaldoxime). Run in CCOC(=O)C (EtOAc), CCOC(=O)C (EtOAc). Reaction conditions: time 8 hour. Product: BrC1=NOC(C1)CCCCN1CCCC=2C1=NC(=C(N2)C2=CC=C(C=C2)C)C2=CC=C(C=C2)C (3-Bromo-5-(4-(2,3-di-p-tolyl-7,8-dihydropyrido[2,3-b]pyrazin-5(6H)-yl)butyl)-4,5-dihydroisoxazole). As a reaction SMILES: [CH2:1]([N:7]1[C:12]2=[N:13][C:14]([C:24]3[CH:29]=[CH:28][C:27]([CH3:30])=[CH:26][CH:25]=3)=[C:15]([C:17]3[CH:22]=[CH:21][C:20]([CH3:23])=[CH:19][CH:18]=3)[N:16]=[C:11]2[CH2:10][CH2:9][CH2:8]1)[CH2:2][CH2:3][CH2:4][CH:5]=[CH2:6].C(=O)([O-])O.[K+].[Br:36][C:37](Br)=[N:38][OH:39]>CCOC(C)=O>[Br:36][C:37]1[CH2:6][CH:5]([CH2:4][CH2:3][CH2:2][CH2:1][N:7]2[C:12]3=[N:13][C:14]([C:24]4[CH:29]=[CH:28][C:27]([CH3:30])=[CH:26][CH:25]=4)=[C:15]([C:17]4[CH:18]=[CH:19][C:20]([CH3:23])=[CH:21][CH:22]=4)[N:16]=[C:11]3[CH2:10][CH2:9][CH2:8]2)[O:39][N:38]=1 |f:1.2|. Procedure details: A mixture comprising 5-(hex-5-enyl)-2,3-di-p-tolyl-5,6,7,8-tetrahydropyrido[2,3-b]pyrazine (Intermediate H) (3.98 g, 10 mmol) and potassium hydrogen carbonate (5.01 g, 50.0 mmol) in EtOAc (50 ml) was treated dropwise with dibromoformaldoxime (6.08 g, 30.0 mmol) in EtOAc (50 ml) over 2 hours. The mixture was stirred at room temperature overnight and then filtered. The filtrate was washed with 1H HCl, water, brine and dried by passing through a phase separator. The solvent was removed under reduce... Starting materials: resultant mixture, O (water), O.[OH-].[Li+] (Lithium hydroxide monohydrate), CS (methyl mercaptan), ClC1=C(C(=C(C(=O)O)C=C1)SC)F (4-chloro-3-fluoro-2-(methylsulphenyl)benzoic acid). The solvent is CN(C=O)C (N,N-dimethyl formamide). Conditions: time 1 hour. The product is CSC1=C(C(=O)O)C=CC(=C1SC)Cl (2,3-bis(methylsulphenyl)-4-chlorobenzoic acid). Yield: 52.3%. RXN SMILES: O.[OH-].[Li+].[CH3:4][SH:5].[Cl:6][C:7]1[CH:15]=[CH:14][C:10]([C:11]([OH:13])=[O:12])=[C:9]([S:16][CH3:17])[C:8]=1F.O>CN(C)C=O>[CH3:17][S:16][C:9]1[C:8]([S:5][CH3:4])=[C:7]([Cl:6])[CH:15]=[CH:14][C:10]=1[C:11]([OH:13])=[O:12] |f:0.1.2|. Procedure details: Lithium hydroxide monohydrate (4.95 g) was added to a solution of methyl mercaptan (4.4 g) in N,N-dimethyl formamide, and 4-chloro-3-fluoro-2-(methylsulphenyl)benzoic acid (5.5 g) was added to the resultant mixture. It was stirred at room temperature for 1 hour and heated to 80° C. overnight. It was cooled, poured into water, extracted with ether, washed with water, dried (Na2SO4) and filtered. The filtrate was evaporated to dryness and the residue was purified by column chromatography eluted wi... Starting materials: O1CCCC1 (tetrahydrofuran), C1=CC=CC=2C3=CC=CC=C3C(C12)=O (fluoren-9-one), C(C)(C)NCC#C (3-isopropylaminopropyne), O1CCCC1 (tetrahydrofuran), O1CCCC1 (tetrahydrofuran), C(CCC)[Li] (n-butyl lithium). Run in O (water). Product: C(C)(C)NCC#CC1(C2=CC=CC=C2C=2C=CC=CC12)O (9-(3-isopropylaminopropynyl)-9-hydroxyfluorene). Reaction SMILES: [CH:1]1[C:13]2[C:12](=[O:14])[C:11]3[C:6](=[CH:7][CH:8]=[CH:9][CH:10]=3)[C:5]=2[CH:4]=[CH:3][CH:2]=1.O1CCCC1.[CH:20]([NH:23][CH2:24][C:25]#[CH:26])([CH3:22])[CH3:21].C([Li])CCC>O>[CH:20]([NH:23][CH2:24][C:25]#[C:26][C:12]1([OH:14])[C:13]2[CH:1]=[CH:2][CH:3]=[CH:4][C:5]=2[C:6]2[C:11]1=[CH:10][CH:9]=[CH:8][CH:7]=2)([CH3:22])[CH3:21]. Reported procedure: A solution of 9.0 g. of fluoren-9-one dissolved in 500 ml. of tetrahydrofuran was added dropwise over one hour to a stirred cold (-80° C.) solution of 500 ml. of tetrahydrofuran containing 9.7 g. of 3-isopropylaminopropyne and 75 ml. of a 1.6 molar tetrahydrofuran solution of n-butyl lithium. After the addition was complete, the reaction mixture was warmed to room temperature and then heated to reflux for sixteen hours. The reaction mixture was next cooled to room temperature and diluted by the ... The reactants are OC1=C(C=CC(=C1CCC)OCCCO)C(C)=O (1-[2-hydroxy-4-(3-hydroxy-propoxy)-3-propylphenyl]ethanone), CC(=O)C.OS(=O)(=O)O.O=[Cr](=O)=O (Jones reagent). Solvent: CC(=O)C (acetone), CC(=O)C (acetone). Run at time 15 minute. The product is C(C)(=O)C1=C(C(=C(OCCC(=O)O)C=C1)CCC)O (3-(4-acetyl-3hydroxy-2-propylphenoxy)propanoic acid). Yield: 57.0%. As a reaction SMILES: [OH:1][C:2]1[C:7]([CH2:8][CH2:9][CH3:10])=[C:6]([O:11][CH2:12][CH2:13][CH2:14][OH:15])[CH:5]=[CH:4][C:3]=1[C:16](=[O:18])[CH3:17].CC(C)=[O:21].OS(O)(=O)=O.O=[Cr](=O)=O>CC(C)=O>[C:16]([C:3]1[CH:4]=[CH:5][C:6]([O:11][CH2:12][CH2:13][C:14]([OH:21])=[O:15])=[C:7]([CH2:8][CH2:9][CH3:10])[C:2]=1[OH:1])(=[O:18])[CH3:17] |f:1.2.3|. Procedure: A solution of 2.00 g of 1-[2-hydroxy-4-(3-hydroxy-propoxy)-3-propylphenyl]ethanone in 30 ml of acetone was added dropwise over 45 minutes to a stirred, ice cooled solution of 4.0 ml of Jones reagent in 10 ml of acetone. After 15 additional minutes, the cooling bath was removed and the reaction mixture was stirred at 23° for 15 minutes. Jones reagent (0.5 ml) was added and stirring was continued for 15 minutes. The reaction mixture was concentrated in vacuo and the residue was treated with water ...